Dataset: the Open Reaction Database (ORD), a public repository of structured organic reaction records. Task: describe an organic reaction: reactants, conditions, products, and yield Reactants: O=C([O-])[O-], CC(=O)[O-], CC(=O)[O-], COc1ccc(C)cc1B(O)O, CC(C)=O, COC(=O)N(Cc1cc(C(F)(F)F)cc(C(F)(F)F)c1)Cc1cc(C(F)(F)F)ccc1I, [K+], [K+], O, [Pd+2]. Product: COC(=O)N(Cc1cc(C(F)(F)F)cc(C(F)(F)F)c1)Cc1cc(C(F)(F)F)ccc1-c1cc(C)ccc1OC. Reaction SMILES: [C:45](=[O:46])([O-:47])[O-:48].[C:51]([O-:52])(=[O:53])[CH3:54].[C:56]([O-:57])(=[O:58])[CH3:59].[CH3:33][O:34][c:35]1[c:36]([B:42]([OH:43])[OH:44])[cH:37][c:38]([CH3:41])[cH:39][cH:40]1.[CH3:61][C:62]([CH3:63])=[O:64].[F:1][C:2]([c:3]1[cH:4][c:5]([CH2:6][N:7]([C:8]([O:9][CH3:10])=[O:11])[CH2:12][c:13]2[c:14]([I:23])[cH:15][cH:16][c:17]([C:19]([F:20])([F:21])[F:22])[cH:18]2)[cH:24][c:25]([C:27]([F:28])([F:29])[F:30])[cH:26]1)([F:31])[F:32].[K+:49].[K+:50].[OH2:60].[Pd+2:55]>>[F:1][C:2]([c:3]1[cH:4][c:5]([CH2:6][N:7]([C:8]([O:9][CH3:10])=[O:11])[CH2:12][c:13]2[c:14](-[c:36]3[c:35]([O:34][CH3:33])[cH:40][cH:39][c:38]([CH3:41])[cH:37]3)[cH:15][cH:16][c:17]([C:19]([F:20])([F:21])[F:22])[cH:18]2)[cH:24][c:25]([C:27]([F:28])([F:29])[F:30])[cH:26]1)([F:31])[F:32]. The reactants are BrB(Br)Br, ClCCl, Cl, CCOCc1nc2c(N)nc3cc(N4CCCC4=O)cnc3c2n1CC(C)C, [Na+], [OH-]. Yields the product CC(C)Cn1c(CO)nc2c(N)nc3cc(N4CCCC4=O)cnc3c21. RXN SMILES: [B:29]([Br:30])([Br:31])[Br:32].[Cl:36][CH2:37][Cl:38].[ClH:33].[NH2:1][c:2]1[n:3][c:4]2[cH:5][c:6]([N:23]3[C:24](=[O:28])[CH2:25][CH2:26][CH2:27]3)[cH:7][n:8][c:9]2[c:10]2[c:11]1[n:12][c:13]([CH2:19][O:20][CH2:21][CH3:22])[n:14]2[CH2:15][CH:16]([CH3:17])[CH3:18].[Na+:35].[OH-:34]>>[NH2:1][c:2]1[n:3][c:4]2[cH:5][c:6]([N:23]3[C:24](=[O:28])[CH2:25][CH2:26][CH2:27]3)[cH:7][n:8][c:9]2[c:10]2[c:11]1[n:12][c:13]([CH2:19][OH:20])[n:14]2[CH2:15][CH:16]([CH3:17])[CH3:18]. The reactants are CCO, O=C1c2ccccc2C(=O)N1C1CC1c1ccc(Cl)cc1, NN, O. The product is NC1CC1c1ccc(Cl)cc1. As a reaction SMILES: [CH3:25][CH2:26][OH:27].[Cl:1][c:2]1[cH:3][cH:4][c:5]([CH:8]2[CH:9]([N:11]3[C:12](=[O:13])[c:14]4[c:15]([cH:16][cH:17][cH:18][cH:19]4)[C:20]3=[O:21])[CH2:10]2)[cH:6][cH:7]1.[NH2:23][NH2:24].[OH2:22]>>[Cl:1][c:2]1[cH:3][cH:4][c:5]([CH:8]2[CH:9]([NH2:11])[CH2:10]2)[cH:6][cH:7]1. The reactants are C(C)(=O)NC1=CC(=NN1C)C(C)(C)C (5-acetamido-1-methyl-3-tert-butylpyrazole), [N+](=O)(O)[O-] (nitric acid), ice. Run in S(O)(O)(=O)=O (sulphuric acid). Conditions: time 2 hour. Yields the product NC1=C(C(=NN1C)C(C)(C)C)[N+](=O)[O-] (5-amino-1-methyl-4-nitro-3-tert-butylpyrazole). Isolated yield 97.5%. RXN SMILES: C([NH:4][C:5]1[N:9]([CH3:10])[N:8]=[C:7]([C:11]([CH3:14])([CH3:13])[CH3:12])[CH:6]=1)(=O)C.[N+:15]([O-])([OH:17])=[O:16]>S(=O)(=O)(O)O>[NH2:4][C:5]1[N:9]([CH3:10])[N:8]=[C:7]([C:11]([CH3:12])([CH3:13])[CH3:14])[C:6]=1[N+:15]([O-:17])=[O:16]. Procedure: To 30 cm3 of concentrated sulphuric acid were added 8.5 g (0.044 mol) of 5-acetamido-1-methyl-3-tert-butylpyrazole, at 5° C. with vigorous stirring, followed by 2.5 cm3 (0.066 mol) of fuming nitric acid. After stirring for 2 hours, the reaction mixture was poured onto 100 g of ice and stirred for 30 minutes. The solid obtained was filtered off on a sinter funnel, washed with 20 cm3 of water and then dried under vacuum at 40° C. 8.5 g of the expected product were obtained in the form of a yellow ... The reactants are N (ammonia), [N+](=O)([O-])C1=C(C=O)C=CC(=C1)Br (2-nitro-4-bromobenzaldehyde), CO (methanol), Cl (hydrochloric acid). The reagents and catalysts are O.O.O.O.O.O.O.S(=O)(=O)([O-])[O-].[Fe+2] (iron (II) sulfate heptahydrate). The solvent is O (water). Reaction conditions: time 10 minute. Product: NC1=C(C=O)C=CC(=C1)Br (2-Amino-4-bromobenzaldehyde). The yield is 89.7%. As a reaction SMILES: N.[N+:2]([C:5]1[CH:12]=[C:11]([Br:13])[CH:10]=[CH:9][C:6]=1[CH:7]=[O:8])([O-])=O.CO.Cl>O.O.O.O.O.O.O.S([O-])([O-])(=O)=O.[Fe+2].O>[NH2:2][C:5]1[CH:12]=[C:11]([Br:13])[CH:10]=[CH:9][C:6]=1[CH:7]=[O:8] |f:4.5.6.7.8.9.10.11.12|. Procedure details: 16.1 ml of an aqueous 29% ammonia solution was added to a mixture of 5.0 g of 2-nitro-4-bromobenzaldehyde, 60.4 g of iron (II) sulfate heptahydrate, 200 ml of methanol, 100 ml of water and 335 μl of concentrated hydrochloric acid in an oil bath kept at 90° C., followed by heating under stirring for 10 minutes. After cooling as it was, insoluble matters were filtered through Celite and the filtrate was extracted with ethyl acetate. The organic phase was washed with brine and the solvent was remov...